From a dataset of the Open Reaction Database (ORD), a public repository of structured organic reaction records. describe an organic reaction: reactants, conditions, products, and yield Reactants: [N+](=O)([O-])C1=CC=C(S1)S(=O)(=O)N1C[C@@H](NCC1)CN1C2COCC1CC(C2)O (9-(((2S)-4-((5-nitro-2-thiophenyl)sulfonyl)-2-piperazinyl)methyl)-3-oxa-9-azabicyclo[3.3.1]nonan-7-ol), [N+](=O)([O-])C1=CC=C(S1)S(=O)(=O)N1C[C@@H](NCC1)CN1C2COCC1CC(C2)=O (9-(((2S)-4-((5-nitro-2-thiophenyl)sulfonyl)-2-piperazinyl)methyl)-3-oxa-9-azabicyclo[3.3.1]nonan-7-one), CCN(C(C)C)C(C)C (Hünig's base), ClC1=NC=C(C=N1)C(C(F)(F)F)(C(F)(F)F)O ((2-chloro-5-pyrimidinyl)-1,1,1,3,3,3-hexafluoro-2-propanol), ClC1=NC=C(C=N1)C(C(F)(F)F)(C(F)(F)F)O ((2-chloro-5-pyrimidinyl)-1,1,1,3,3,3-hexafluoro-2-propanol). Solvent: O1CCOCC1 (dioxane). Run at temperature 100 celsius. The product is [N+](=O)([O-])C1=CC=C(S1)S(=O)(=O)N1C[C@@H](N(CC1)C1=NC=C(C=N1)C(C(F)(F)F)(C(F)(F)F)O)CN1C2COCC1CC(C2)O (9-(((2S)-4-((5-nitro-2-thiophenyl)sulfonyl)-1-(5-(2,2,2-trifluoro-1-hydroxy-1-(trifluoromethyl)ethyl)-2-pyrimidinyl)-2-piperazinyl)methyl)-3-oxa-9-azabicyclo[3.3.1]nonan-7-ol), [N+](=O)([O-])C1=CC=C(S1)S(=O)(=O)N1C[C@@H](N(CC1)C1=NC=C(C=N1)C(C(F)(F)F)(C(F)(F)F)O)CN1C2COCC1CC(C2)=O (9-(((2S)-4-((5-nitro-2-thiophenyl)sulfonyl)-1-(5-(2,2,2-trifluoro-1-hydroxy-1-(trifluoromethyl)ethyl)-2-pyrimidinyl)-2-piperazinyl)methyl)-3-oxa-9-azabicyclo[3.3.1]nonan-7-one). RXN SMILES: [N+:1]([C:4]1[S:8][C:7]([S:9]([N:12]2[CH2:17][CH2:16][NH:15][C@@H:14]([CH2:18][N:19]3[CH:24]4[CH2:25][CH:26]([OH:28])[CH2:27][CH:20]3[CH2:21][O:22][CH2:23]4)[CH2:13]2)(=[O:11])=[O:10])=[CH:6][CH:5]=1)([O-:3])=[O:2].[N+:29]([C:32]1[S:36][C:35]([S:37]([N:40]2[CH2:45][CH2:44][NH:43][C@@H:42]([CH2:46][N:47]3[CH:52]4[CH2:53][C:54](=[O:56])[CH2:55][CH:48]3[CH2:49][O:50][CH2:51]4)[CH2:41]2)(=[O:39])=[O:38])=[CH:34][CH:33]=1)([O-:31])=[O:30].CCN(C(C)C)C(C)C.Cl[C:67]1[N:72]=[CH:71][C:70]([C:73]([OH:82])([C:78]([F:81])([F:80])[F:79])[C:74]([F:77])([F:76])[F:75])=[CH:69][N:68]=1>O1CCOCC1>[N+:1]([C:4]1[S:8][C:7]([S:9]([N:12]2[CH2:17][CH2:16][N:15]([C:67]3[N:68]=[CH:69][C:70]([C:73]([OH:82])([C:74]([F:75])([F:76])[F:77])[C:78]([F:80])([F:81])[F:79])=[CH:71][N:72]=3)[C@@H:14]([CH2:18][N:19]3[CH:20]4[CH2:27][CH:26]([OH:28])[CH2:25][CH:24]3[CH2:23][O:22][CH2:21]4)[CH2:13]2)(=[O:11])=[O:10])=[CH:6][CH:5]=1)([O-:3])=[O:2].[N+:29]([C:32]1[S:36][C:35]([S:37]([N:40]2[CH2:45][CH2:44][N:43]([C:67]3[N:68]=[CH:69][C:70]([C:73]([OH:82])([C:74]([F:75])([F:76])[F:77])[C:78]([F:80])([F:81])[F:79])=[CH:71][N:72]=3)[C@@H:42]([CH2:46][N:47]3[CH:48]4[CH2:55][C:54](=[O:56])[CH2:53][CH:52]3[CH2:51][O:50][CH2:49]4)[CH2:41]2)(=[O:39])=[O:38])=[CH:34][CH:33]=1)([O-:31])=[O:30]. Procedure: A 20-mL vial was charged with 9-(((2S)-4-((5-nitro-2-thiophenyl)sulfonyl)-2-piperazinyl)methyl)-3-oxa-9-azabicyclo[3.3.1]nonan-7-ol (endo) and 9-(((2S)-4-((5-nitro-2-thiophenyl)sulfonyl)-2-piperazinyl)methyl)-3-oxa-9-azabicyclo[3.3.1]nonan-7-one (0.53 g, 1.9 mmol), Hünig's base (0.67 mL, 3.8 mmol), 2-(2-chloropyrimidin-5-yl)-1,1,1,3,3,3-hexafluoropropan-2-ol (0.53 g, 1.88 mmol, Intermediate D) and dioxane (10 mL). The vial was, sealed and heated at 100° C. overnight. The crude reaction was conce... The reactants are CS(=O)(=O)C1=CC=C(C=C1)C1=CC(=C2C=NC(=NN21)NC2=CC=C(C=C2)N2CCOCC2)C ([7-(4-Methanesulfonyl-phenyl)-5-methyl-pyrrolo[2,1-f][1,2,4]triazin-2-yl]-(4-morpholin-4-yl-phenyl)-amine), COCC(C)O (1-Methoxy-2-propanol), NC1=CC=C(C=C1)N1CC(CCC1)C(=O)N1CCN(CC1)C ([1-(4-Amino-phenyl)-piperidin-3-yl]-(4-methyl-piperazin-1-yl)-methanone), FC(C(=O)O)(F)F.COC1=C(C=CC=C1)C1=CC=C2C=NC(=NN21)NC=2C=NC(=CC2)N2CCOCC2 ([7-(2-Methoxy-phenyl)-pyrrolo[2,1-f][1,2,4]triazin-2-yl]-(6-morpholin-4-yl-pyridin-3-yl)-amine; compound with trifluoro-acetic acid). Solvent: CN1C(CCC1)=O (N-Methylpyrrolidinone). Yields the product FC(C(=O)O)(F)F.COC1=C(C=CC=C1)C1=CC=C2C=NC(=NN21)NC2=CC=C(C=C2)N2CC(CCC2)C(=O)N2CCN(CC2)C ((1-{4-[7-(2-Methoxy-phenyl)-pyrrolo[2,1-f][1,2,4]triazin-2-ylamino]-phenyl}-piperidin-3-yl)-(4-methyl-piperazin-1-yl)-methanone; compound with trifluoro-acetic acid). As a reaction SMILES: CS(C1C=CC(C2N3C(C=NC(NC4C=CC(N5CCOCC5)=CC=4)=N3)=C(C)C=2)=CC=1)(=O)=O.[NH2:34][C:35]1[CH:40]=[CH:39][C:38]([N:41]2[CH2:46][CH2:45][CH2:44][CH:43]([C:47]([N:49]3[CH2:54][CH2:53][N:52]([CH3:55])[CH2:51][CH2:50]3)=[O:48])[CH2:42]2)=[CH:37][CH:36]=1.[F:56][C:57]([F:62])([F:61])[C:58]([OH:60])=[O:59].[CH3:63][O:64][C:65]1[CH:70]=[CH:69][CH:68]=[CH:67][C:66]=1[C:71]1[N:79]2[C:74]([CH:75]=[N:76][C:77](NC3C=NC(N4CCOCC4)=CC=3)=[N:78]2)=[CH:73][CH:72]=1.COCC(O)C>CN1CCCC1=O>[F:56][C:57]([F:62])([F:61])[C:58]([OH:60])=[O:59].[CH3:63][O:64][C:65]1[CH:70]=[CH:69][CH:68]=[CH:67][C:66]=1[C:71]1[N:79]2[C:74]([CH:75]=[N:76][C:77]([NH:34][C:35]3[CH:40]=[CH:39][C:38]([N:41]4[CH2:46][CH2:45][CH2:44][CH:43]([C:47]([N:49]5[CH2:54][CH2:53][N:52]([CH3:55])[CH2:51][CH2:50]5)=[O:48])[CH2:42]4)=[CH:37][CH:36]=3)=[N:78]2)=[CH:73][CH:72]=1 |f:2.3,6.7|. Reported procedure: The titled compound (1-{4-[7-(2-Methoxy-phenyl)-pyrrolo[2,1-f][1,2,4]triazin-2-ylamino]-phenyl}-piperidin-3-yl)-(4-methyl-piperazin-1-yl)-methanone; compound with trifluoro-acetic acid was prepared in an analogous fashion to [7-(4-Methanesulfonyl-phenyl)-5-methyl-pyrrolo[2,1-f][1,2,4]triazin-2-yl]-(4-morpholin-4-yl-phenyl)-amine of Example 107 after: replacing 4-(4-morpholino)aniline with [1-(4-Amino-phenyl)-piperidin-3-yl]-(4-methyl-piperazin-1-yl)-methanone, replacing 2-Methanesulfinyl-7-(4-me...